This data is from the Open Reaction Database (ORD), a public repository of structured organic reaction records. The task is: describe an organic reaction: reactants, conditions, products, and yield The reactants are COCCCN1CCOc2ccc(COC3CN(C(=O)OCc4ccccc4)C(CCOS(C)(=O)=O)CC3c3ccc(OC)cc3)cc21, CN(C)C=O, [N-]=[N+]=[N-], [Na+], O. The product is COCCCN1CCOc2ccc(COC3CN(C(=O)OCc4ccccc4)C(CCN=[N+]=[N-])CC3c3ccc(OC)cc3)cc21. RXN SMILES: [CH2:1]([c:2]1[cH:3][cH:4][cH:5][cH:6][cH:7]1)[O:8][C:9](=[O:10])[N:11]1[CH:12]([CH2:42][CH2:43][O:44][S:45]([CH3:46])(=[O:47])=[O:48])[CH2:13][CH:14]([c:34]2[cH:35][cH:36][c:37]([O:40][CH3:41])[cH:38][cH:39]2)[CH:15]([O:17][CH2:18][c:19]2[cH:20][cH:21][c:22]3[c:23]([cH:33]2)[N:24]([CH2:28][CH2:29][CH2:30][O:31][CH3:32])[CH2:25][CH2:26][O:27]3)[CH2:16]1.[CH3:53][N:54]([CH3:55])[CH:56]=[O:57].[N-:50]=[N+:51]=[N-:52].[Na+:49].[OH2:58]>>[CH2:1]([c:2]1[cH:3][cH:4][cH:5][cH:6][cH:7]1)[O:8][C:9](=[O:10])[N:11]1[CH:12]([CH2:42][CH2:43][N:50]=[N+:51]=[N-:52])[CH2:13][CH:14]([c:34]2[cH:35][cH:36][c:37]([O:40][CH3:41])[cH:38][cH:39]2)[CH:15]([O:17][CH2:18][c:19]2[cH:20][cH:21][c:22]3[c:23]([cH:33]2)[N:24]([CH2:28][CH2:29][CH2:30][O:31][CH3:32])[CH2:25][CH2:26][O:27]3)[CH2:16]1. The product is COC=1C=C(C=CC1OC)C1=NN=C(C(C2=C1C=C(C(=C2)OC)O)CC)C (1-(3,4-dimethoxyphenyl)-4-methyl-5-ethyl-7 methoxy-8-hydroxy-5H-2,3-benzodiazepine). Starting materials: COC=1C=C(C=CC1OC)C(=O)C1=C(C=C(C(=C1)O)OC)C(C(C)=O)CC (3-{2-[(3,4-dimethoxyphenyl)carbonyl]-4-hydroxy-5-methoxyphenyl}pentan-2-one), NN (hydrazine), Cl (HCl). Reaction SMILES: [CH3:1][O:2][C:3]1[CH:4]=[C:5]([C:11]([C:13]2[CH:18]=[C:17]([OH:19])[C:16]([O:20][CH3:21])=[CH:15][C:14]=2[CH:22]([CH2:26][CH3:27])[C:23](=O)[CH3:24])=O)[CH:6]=[CH:7][C:8]=1[O:9][CH3:10].[NH2:28][NH2:29].Cl>C(O)C>[CH3:1][O:2][C:3]1[CH:4]=[C:5]([C:11]2[C:13]3[CH:18]=[C:17]([OH:19])[C:16]([O:20][CH3:21])=[CH:15][C:14]=3[CH:22]([CH2:26][CH3:27])[C:23]([CH3:24])=[N:29][N:28]=2)[CH:6]=[CH:7][C:8]=1[O:9][CH3:10]. Reported procedure: A solution of 14 g of 3-{2-[(3,4-dimethoxyphenyl)carbonyl]-4-hydroxy-5-methoxyphenyl}pentan-2-one and 4.7 mL of hydrazine in 280 mL of ethanol was heated at reflux for 0.5 hr. After allowing the solution to cool to room temperature, it was saturated with HCl gas. The mixture was then concentrated to a volume of about 5 mL, basified with concentrated ammonium hydroxide, and extracted with methylene chloride. The combined methylene chloride extracts were dried and concentrated, and the residue rec... Run in C(C)O (ethanol). Reactants: O1CCC(=CC1)C=1C=C(C(=O)NC=2SC3=C(N2)C(=CC=C3C3OCCOC3)OC)C=CN1 ((±)-2-(3,6-dihydro-2H-pyran-4-yl)-N-(7-[1,4]dioxan-2-yl-4-methoxy-benzothiazol-2-yl)-isonicotinamide). Reaction conditions: time 16 hour. The reagents and catalysts are [Pd] (palladium on charcoal). As a reaction SMILES: [O:1]1[CH2:6][CH:5]=[C:4]([C:7]2[CH:8]=[C:9]([CH:30]=[CH:31][N:32]=2)[C:10]([NH:12][C:13]2[S:14][C:15]3[C:21]([CH:22]4[CH2:27][O:26][CH2:25][CH2:24][O:23]4)=[CH:20][CH:19]=[C:18]([O:28][CH3:29])[C:16]=3[N:17]=2)=[O:11])[CH2:3][CH2:2]1>CO.ClCCl.[Pd]>[O:23]1[CH2:24][CH2:25][O:26][CH2:27][CH:22]1[C:21]1[C:15]2[S:14][C:13]([NH:12][C:10](=[O:11])[C:9]3[CH:30]=[CH:31][N:32]=[C:7]([CH:4]4[CH2:3][CH2:2][O:1][CH2:6][CH2:5]4)[CH:8]=3)=[N:17][C:16]=2[C:18]([O:28][CH3:29])=[CH:19][CH:20]=1. Run in CO (methanol), ClCCl (dichloromethane). Isolated yield 45.4%. Yields the product O1C(COCC1)C1=CC=C(C=2N=C(SC21)NC(C2=CC(=NC=C2)C2CCOCC2)=O)OC ((±)-N-(7-[1,4]dioxan-2-yl-4-methoxy-benzothiazol-2-yl)-2-(tetrahydro-pyran-4-yl)-isonicotinamide). Procedure details: To a stirred solution of 130 mg (0.29 mmol) (±)-2-(3,6-dihydro-2H-pyran-4-yl)-N-(7-[1,4]dioxan-2-yl-4-methoxy-benzothiazol-2-yl)-isonicotinamide in 10 ml methanol and 10 ml dichloromethane was added a spatula end of 10% palladium on charcoal and the mixture was then stirred for 16 h at room temperature under an atmosphere of hydrogen. The mixture was then filtered, washing with dichloromethane, and the filtrate concentrated in vacuo. Flash chromatography (2/49/49 methanol/dichloromethane/ethyl a...